This data is from the Open Reaction Database (ORD), a public repository of structured organic reaction records. The task is: describe an organic reaction: reactants, conditions, products, and yield Starting materials: COCCO, Cc1cccc(C)c1N, [H][H], [Pd]. Yields the product COCCNc1c(C)cccc1C. As a reaction SMILES: [CH3:12][O:13][CH2:14][CH2:15][OH:16].[CH3:3][c:4]1[cH:5][cH:6][cH:7][c:8]([CH3:9])[c:10]1[NH2:11].[H:1][H:2].[Pd:17]>>[CH3:3][c:4]1[cH:5][cH:6][cH:7][c:8]([CH3:9])[c:10]1[NH:11][CH2:15][CH2:14][O:13][CH3:12]. Starting materials: CO, CC(=O)COc1ccccc1. The product is CC(O)COc1ccccc1. As a reaction SMILES: [CH3:12][OH:13].[O:1]([c:2]1[cH:3][cH:4][cH:5][cH:6][cH:7]1)[CH2:8][C:9]([CH3:10])=[O:11]>>[O:1]([c:2]1[cH:3][cH:4][cH:5][cH:6][cH:7]1)[CH2:8][CH:9]([CH3:10])[OH:11]. Starting materials: [OH-].[Na+] (sodium hydroxide), C(C1=CC=CC=C1)(=O)CC(=O)OCC (ethyl benzoylacetate), [OH-].[Na+] (sodium hydroxide), Cl.NO (hydroxylamine hydrochloride), Cl (hydrochloric acid), ice, [OH-].[Na+] (sodium hydroxide). The solvent is O (water), C(C)O (ethanol), O (water), O (water), C(C)O (ethanol), C(C)O (ethanol), C(C)O (ethanol), O (water). Run at time 3 hour. The product is C1(=CC=CC=C1)C1=CC(=NO1)O (5-phenyl-3-hydroxyisoxazole). RXN SMILES: [OH-].[Na+].Cl.[NH2:4]O.[C:6]([CH2:14][C:15]([O:17]CC)=O)(=[O:13])[C:7]1[CH:12]=[CH:11][CH:10]=[CH:9][CH:8]=1.Cl>O.C(O)C>[C:7]1([C:6]2[O:13][N:4]=[C:15]([OH:17])[CH:14]=2)[CH:12]=[CH:11][CH:10]=[CH:9][CH:8]=1 |f:0.1,2.3|. Procedure: 40 g of sodium hydroxide was dissolved in 200 ml of water and 300 ml of ethanol. 69.5 g of hydroxylamine hydrochloride was added to the solution. A mixed solution of 2N sodium hydroxide and a 3:2 mixture of ethanol and water was added to the solution so that the pH thereof was adjusted to 10.0. 192 g of ethyl benzoylacetate and a mixed solution of 2N sodium hydroxide and a 3:2 mixture of ethanol and water were added dropwise to the solution at the same time under cooling with ice in such a manne... Reaction SMILES: [C:1]([NH:5][S:6]([C:9]1[CH:18]=[C:17]([N:19]=[N:20][C:21]2[CH:26]=[C:25]([CH3:27])[C:24]([S:28](O)(=[O:30])=[O:29])=[CH:23][C:22]=2[CH3:32])[C:16]2[C:11](=[CH:12][CH:13]=[CH:14][C:15]=2[NH:33][S:34]([CH3:37])(=[O:36])=[O:35])[C:10]=1[OH:38])(=[O:8])=[O:7])([CH3:4])([CH3:3])[CH3:2].C(#N)C.P(Cl)(Cl)([Cl:44])=O>CN(C)C(=O)C>[C:1]([NH:5][S:6]([C:9]1[CH:18]=[C:17]([N:19]=[N:20][C:21]2[CH:26]=[C:25]([CH3:27])[C:24]([S:28]([Cl:44])(=[O:30])=[O:29])=[CH:23][C:22]=2[CH3:32])[C:16]2[C:11](=[CH:12][CH:13]=[CH:14][C:15]=2[NH:33][S:34]([CH3:37])(=[O:36])=[O:35])[C:10]=1[OH:38])(=[O:8])=[O:7])([CH3:4])([CH3:3])[CH3:2]. Product: C(C)(C)(C)NS(=O)(=O)C1=C(C2=CC=CC(=C2C(=C1)N=NC1=C(C=C(C(=C1)C)S(=O)(=O)Cl)C)NS(=O)(=O)C)O (2-(N-tert-butylsulfamoyl)-4-(2,5-dimethyl-4-chlorosulfonylphenylazo)-5-methanesulfonamido-1-naphthol). Run in CN(C(C)=O)C (N,N-dimethylacetamide). Procedure details: To a solution containing 25 g of the naphthol compound obtained in Step (1) above, 180 ml of acetonitrile and 35 ml of phosphorus oxychloride, 15 ml of N,N-dimethylacetamide was added dropwise at a temmperature below 60° C. with stirring. The mixture was stirred at 60° C. for 3 hours and was poured into 800 ml of ice water. The cyrstals thus-precipitated were collected by filtration and washed with 100 ml of acetonitrile. The reactants are ice water, C(C)(C)(C)NS(=O)(=O)C1=C(C2=CC=CC(=C2C(=C1)N=NC1=C(C=C(C(=C1)C)S(=O)(=O)O)C)NS(=O)(=O)C)O (2-(N-tert-butylsulfamoyl)-4-(2,5-dimethyl-4-sulphophenylazo)-5-methanesulfonamido-1-naphthol), C(C)#N (acetonitrile), P(=O)(Cl)(Cl)Cl (phosphorus oxychloride). The reactants are C1(=CC=CC2=CC=CC=C12)CC(C(=O)O)CCCCC1=CC=CC=C1 ((±)-2-(1-naphthylmethyl)-6-phenylhexanoic acid), C[C@@H]([C@@H](C1=CC=CC=C1)O)N ((-)-norephedrine). Solvent: CO (methanol). Reaction conditions: temperature 40 celsius, time 8 hour. Yields the product C[C@H]([C@H](C1=CC=CC=C1)O)N (norephedrine). The yield is 66.1%. Reaction SMILES: C1(CC(CCCCC2C=CC=CC=2)C(O)=O)C2C(=CC=CC=2)C=CC=1.[CH3:26][C@H:27]([NH2:36])[C@H:28]([OH:35])[C:29]1[CH:34]=[CH:33][CH:32]=[CH:31][CH:30]=1>CO>[CH3:26][C@@H:27]([NH2:36])[C@@H:28]([OH:35])[C:29]1[CH:30]=[CH:31][CH:32]=[CH:33][CH:34]=1. Procedure: A mixture of 5.0 g of (±)-2-(1-naphthylmethyl)-6-phenylhexanoic acid and 2.27 g of (-)-norephedrine was dissolved in 50 ml of methanol, and the mixture was concentrated under reduced pressure. The residue was dissolved in 60 ml of ethyl acetate with heating to 40° C. and the solution was allowed to stand overnight at room temperature. The precipitate was collected by filtration and recrystallized three times from ethyl acetate to obtain 1.5 g of the norephedrine salt (melting point 128°-131° C.)... Reactants: [H-].[Na+] (sodium hydride), C(C)(C)(C)OC(NC1=NOC=C1)=O (N-isoxazol-3-yl-carbamic acid tert-butyl ester), FC=1C=C(C=CC1I)N1C(O[C@H](C1)COS(=O)(=O)C)=O (Methanesulfonic acid (5R)-3-(3-fluoro-4-iodo-phenyl)-2-oxo-oxazolidin-5-ylmethyl ester). Run in CN(C=O)C (N,N-dimethylformamide), C([O-])(O)=O.[Na+] (sodium bicarbonate), CN(C=O)C (N,N-dimethylformamide), CN(C=O)C (N,N-dimethylformamide). The product is C(C)(C)(C)OC(N(C1=NOC=C1)C[C@H]1CN(C(O1)=O)C1=CC(=C(C=C1)I)F)=O (N-(5R)-[3-(3-Fluoro-4-iodo-phenyl)-2-oxo-oxazolidin-5-ylmethyl]N—isoxazol-3-yl-carbamic acid tert-butyl ester). The yield is 57.1%. Reaction SMILES: [H-].[Na+].[C:3]([O:7][C:8](=[O:15])[NH:9][C:10]1[CH:14]=[CH:13][O:12][N:11]=1)([CH3:6])([CH3:5])[CH3:4].[F:16][C:17]1[CH:18]=[C:19]([N:24]2[CH2:28][C@H:27]([CH2:29]OS(C)(=O)=O)[O:26][C:25]2=[O:35])[CH:20]=[CH:21][C:22]=1[I:23]>CN(C)C=O.C(=O)(O)[O-].[Na+]>[C:3]([O:7][C:8](=[O:15])[N:9]([CH2:29][C@@H:27]1[O:26][C:25](=[O:35])[N:24]([C:19]2[CH:20]=[CH:21][C:22]([I:23])=[C:17]([F:16])[CH:18]=2)[CH2:28]1)[C:10]1[CH:14]=[CH:13][O:12][N:11]=1)([CH3:6])([CH3:4])[CH3:5] |f:0.1,5.6|. Procedure: To sodium hydride (60% in oil, 9.04 mM) suspended in dry N,N-dimethylformamide (10 ml) under nitrogen, N-isoxazol-3-yl-carbamic acid tert-butyl ester (1.66 g, 9.04 mM) in N,N-dimethylformamide (10 ml) was added dropwise at ambient temperature. Methanesulfonic acid (5R)-3-(3-fluoro-4-iodo-phenyl)-2-oxo-oxazolidin-5-ylmethyl ester (2.5 g, 6.02 mM) in N,N-dimethylformamide (10 ml) was added slowly, and the mixture heated to 75° for 2 hours. After cooling, the mixture was diluted with aqueous sodium...